Dataset: the Open Reaction Database (ORD), a public repository of structured organic reaction records. Task: describe an organic reaction: reactants, conditions, products, and yield Starting materials: COc1ccc(CC(NC(=O)OCc2ccccc2)C(=O)O)cc1, C1=CCCCC1, CCO. The product is COc1ccc(CC(N)C(=O)O)cc1. As a reaction SMILES: [CH2:1]([O:2][C:3](=[O:4])[NH:11][CH:12]([CH2:13][c:14]1[cH:15][cH:16][c:17]([O:20][CH3:21])[cH:18][cH:19]1)[C:22](=[O:23])[OH:24])[c:5]1[cH:6][cH:7][cH:8][cH:9][cH:10]1.[CH2:28]1[CH2:29][CH:30]=[CH:31][CH2:32][CH2:33]1.[CH3:25][CH2:26][OH:27]>>[NH2:11][CH:12]([CH2:13][c:14]1[cH:15][cH:16][c:17]([O:20][CH3:21])[cH:18][cH:19]1)[C:22](=[O:23])[OH:24]. Reactants: 1.10, BrC(CCCCCCCCC)Br (dibromodecane), solution, C(C)(C)[N-]C(C)C.[Li+] (lithium diisopropylamide), CC1=CC(=NC=C1)C1=NC=CC(=C1)C (4,4′-dimethyl-2,2′-bipyridine), N#N (N2). Run in O1CCCC1 (THF), O1CCCC1 (tetrahydrofurane), O1CCCC1 (THF). Reaction conditions: temperature 0 celsius, time 15 minute. Product: BrCCCCCCCCCCCC1=CC(=NC=C1)C1=NC=CC(=C1)C (4-(11-bromoundecyl)-4′-methyl-2,2′-bipyridine). As a reaction SMILES: N#N.[CH3:3][C:4]1[CH:9]=[CH:8][N:7]=[C:6]([C:10]2[CH:15]=[C:14]([CH3:16])[CH:13]=[CH:12][N:11]=2)[CH:5]=1.C([N-]C(C)C)(C)C.[Li+].[Br:25][CH:26](Br)[CH2:27][CH2:28][CH2:29][CH2:30][CH2:31][CH2:32][CH2:33][CH2:34][CH3:35]>O1CCCC1>[Br:25][CH2:26][CH2:27][CH2:28][CH2:29][CH2:30][CH2:31][CH2:32][CH2:33][CH2:34][CH2:35][CH2:3][C:4]1[CH:9]=[CH:8][N:7]=[C:6]([C:10]2[CH:15]=[C:14]([CH3:16])[CH:13]=[CH:12][N:11]=2)[CH:5]=1 |f:2.3|. Procedure: 100 ml abs. tetrahydrofurane (THF) are cooled to 0° C. in an inert gas atmosphere (N2) and mixed with 2.00 g (10.9 mmol) of 4,4′-dimethyl-2,2′-bipyridine. After stirring for 15 min at 0° C. 5.45 ml (10.9 mmol) of a 2 M solution of lithium diisopropylamide (LDA) are added to the THF which is then reacted for 2 hr with cooling. The reaction solution is added dropwise over a period of 30 min to a solution of 3.30 g (11.0 mmol) of 1.10 dibromodecane in 30 ml abs. THF at 0° C. The brownish clear solu... The reactants are FC1=C(C#N)C(=CC(=C1)C1=NC(=NC(=C1)N1[C@@H](COCC1)C)NC)F (2,6-difluoro-4-{2-(methylamino)-6-[(3R)-3-methyl-4-morpholinyl]-4-pyrimidinyl}benzonitrile), [O-]CC.[Na+] (sodium ethoxide), [H-].[Na+] (NaH), [Cl-].[NH4+] (Ammonium chloride), [O-]CC.[Na+] (sodium ethoxide), NN (hydrazine), CCN(C(C)C)C(C)C (DIEA). The solvent is C(C)O (ethanol), CN(C=O)C (N,N-dimethylformamide), C(C)O (ethanol), C(C)O (ethanol), O (water), C(C)O (ethanol), C(C)O (ethanol). Run at time 30 minute. Yields the product C(C)OC1=C2C(=NNC2=CC(=C1)C1=NC(=NC(=C1)N1[C@@H](COCC1)C)NC)N (4-(ethyloxy)-6-{2-(methylamino)-6-[(3R)-3-methyl-4-morpholinyl]-4-pyrimidinyl}-1H-indazol-3-amine). Yield: 54.0%. As a reaction SMILES: [O-:1][CH2:2][CH3:3].[Na+].[H-].[Na+].F[C:8]1[CH:15]=[C:14]([C:16]2[CH:21]=[C:20]([N:22]3[CH2:27][CH2:26][O:25][CH2:24][C@H:23]3[CH3:28])[N:19]=[C:18]([NH:29][CH3:30])[N:17]=2)[CH:13]=[C:12](F)[C:9]=1[C:10]#[N:11].[Cl-].[NH4+:33].[NH2:34]N.CCN(C(C)C)C(C)C>C(O)C.O.CN(C)C=O>[CH2:2]([O:1][C:8]1[CH:15]=[C:14]([C:16]2[CH:21]=[C:20]([N:22]3[CH2:27][CH2:26][O:25][CH2:24][C@H:23]3[CH3:28])[N:19]=[C:18]([NH:29][CH3:30])[N:17]=2)[CH:13]=[C:12]2[C:9]=1[C:10]([NH2:34])=[N:11][NH:33]2)[CH3:3] |f:0.1,2.3,5.6|. Procedure details: A stock solution of sodium ethoxide in ethanol was generated by the addition of ethanol (10 mL) to NaH (204 mg, 8.48 mmol), followed by stirring at room temperature for 30 mins. To a 20-mL vial was added 2,6-difluoro-4-{2-(methylamino)-6-[(3R)-3-methyl-4-morpholinyl]-4-pyrimidinyl}benzonitrile (293 mg, 0.848 mmol), N,N-dimethylformamide (DMF) (1 mL) and ethanol (1.5 mL). The reaction was cooled to 0° C., and a solution of sodium ethoxide in ethanol (from 0.848 M stock solution) (1.101 mL, 0.933 ... Reactants: C(C)(C)(C)C1(NCCC2=C1NC1=CC=CC=C21)C(=O)N (tert.butyl 1,2,3,4-tetrahydropyrido[3,4-b]indole-1-carboxamide), C(C1=CC=CC=C1)OC(=O)N[C@H]([C@H]1CO1)CC1=CC=CC=C1 (3(S)-(benzyloxyformamido)-1,2(S)-epoxy-4-phenylbutane). Run in CO (methanol). Yields the product C(C1=CC=CC=C1)OC(=O)N[C@H]([C@@H](CN1C(C=2NC3=CC=CC=C3C2CC1)C(=O)NC(C)(C)C)O)CC1=CC=CC=C1 (2-[3(S)-(benzyloxyformamido)-2(R)-hydroxy-4-phenylbutyl]-N-tert.butyl-1,2,3,4-tetrahydropyrido[3,4-b]indole-1-carboxamide). Reaction SMILES: C([C:5]1([C:18]([NH2:20])=[O:19])[C:10]2[NH:11][C:12]3[C:17]([C:9]=2[CH2:8][CH2:7][NH:6]1)=[CH:16][CH:15]=[CH:14][CH:13]=3)(C)(C)C.[CH2:21]([O:28][C:29]([NH:31][C@@H:32]([CH2:36][C:37]1[CH:42]=[CH:41][CH:40]=[CH:39][CH:38]=1)[C@@H:33]1[O:35][CH2:34]1)=[O:30])[C:22]1[CH:27]=[CH:26][CH:25]=[CH:24][CH:23]=1>CO>[CH2:21]([O:28][C:29]([NH:31][C@@H:32]([CH2:36][C:37]1[CH:42]=[CH:41][CH:40]=[CH:39][CH:38]=1)[C@H:33]([OH:35])[CH2:34][N:6]1[CH2:7][CH2:8][C:9]2[C:17]3[C:12](=[CH:13][CH:14]=[CH:15][CH:16]=3)[NH:11][C:10]=2[CH:5]1[C:18]([NH:20][C:9]([CH3:17])([CH3:10])[CH3:8])=[O:19])=[O:30])[C:22]1[CH:27]=[CH:26][CH:25]=[CH:24][CH:23]=1. Reported procedure: A solution of 0.60 g of tert.butyl 1,2,3,4-tetrahydropyrido[3,4-b]indole-1-carboxamide and 0.66 g of 3(S)-(benzyloxyformamido)-1,2(S)-epoxy-4-phenylbutane in 20 ml of methanol was heated at reflux under argon for 16 hours and then evaporated to give a clear oil. The two diastereomeric products were separated by flash chromatography on silica gel using n-hexane/ethyl acetate (3:1) for the elution. There were obtained 268 mg of isomer A of 2-[3(S)-(benzyloxyformamido)-2(R)-hydroxy-4-phenylbutyl]-N... Starting materials: C(C)N1N=CC(=C1)C1=NN2C(S1)=NC=C2I (2-(1-Ethyl-1H-pyrazol-4-yl)-5-iodo-imidazo[2,1-b][1,3,4]thiadiazole), CC1(OB(OC1(C)C)C=1C=C(C(=NC1)N)C(F)(F)F)C (5-(4,4,5,5-tetramethyl-[1,3,2]dioxaborolan-2-yl)-3-trifluoromethyl-pyridin-2-ylamine), C(=O)([O-])[O-].[Na+].[Na+] (Na2CO3). The reagents and catalysts are Cl[Pd]([P](C1=CC=CC=C1)(C2=CC=CC=C2)C3=CC=CC=C3)([P](C4=CC=CC=C4)(C5=CC=CC=C5)C6=CC=CC=C6)Cl (Pd(PPh3)2Cl2). Solvent: O1CCOCC1 (dioxane). Yields the product C(C)N1N=CC(=C1)C1=NN2C(S1)=NC=C2C=2C=C(C(=NC2)N)C(F)(F)F (5-[2-(1-Ethyl-1H-pyrazol-4-yl)-imidazo[2,1-b][1,3,4]thiadiazol-5-yl]-3-trifluoromethyl-pyridin-2-ylamine). Isolated yield 13.2%. Reaction SMILES: [CH2:1]([N:3]1[CH:7]=[C:6]([C:8]2[S:12][C:11]3=[N:13][CH:14]=[C:15](I)[N:10]3[N:9]=2)[CH:5]=[N:4]1)[CH3:2].CC1(C)C(C)(C)OB([C:25]2[CH:26]=[C:27]([C:32]([F:35])([F:34])[F:33])[C:28]([NH2:31])=[N:29][CH:30]=2)O1.C([O-])([O-])=O.[Na+].[Na+]>O1CCOCC1.Cl[Pd](Cl)([P](C1C=CC=CC=1)(C1C=CC=CC=1)C1C=CC=CC=1)[P](C1C=CC=CC=1)(C1C=CC=CC=1)C1C=CC=CC=1>[CH2:1]([N:3]1[CH:7]=[C:6]([C:8]2[S:12][C:11]3=[N:13][CH:14]=[C:15]([C:25]4[CH:26]=[C:27]([C:32]([F:35])([F:34])[F:33])[C:28]([NH2:31])=[N:29][CH:30]=4)[N:10]3[N:9]=2)[CH:5]=[N:4]1)[CH3:2] |f:2.3.4,^1:51,70|. Procedure: A mixture of 2-(1-Ethyl-1H-pyrazol-4-yl)-5-iodo-imidazo[2,1-b][1,3,4]thiadiazole (110 mg, 0.319 mmol, 1 eq), 5-(4,4,5,5-tetramethyl-[1,3,2]dioxaborolan-2-yl)-3-trifluoromethyl-pyridin-2-ylamine (119 mg, 0.414 mmol, 1.3 eq), Pd(PPh3)2Cl2 (45 mg, 0.064 mmol, 0.2 eq) and 2M aq Na2CO3 (1 mL) in dioxane (3 mL) was refluxed for 2 h. The solvent was evaporated and the residue was treated with water. The suspension was filtered off and washed with Et2O. The solid was purified by column chromatography (D... Reactants: CC=1SC2=C(N1)C=CC=C2 (2-Methylbenzothiazole), C=1(C(=CC=CC1)S(=O)(=O)OC)C (methyl toluenesulfonate). Solvent: CC(=O)C (acetone). Reaction conditions: time 10 minute. The product is CC=1SC2=C([N+]1C)C=CC=C2.CC=1C=CC(=CC1)S(=O)(=O)O (2,3-dimethyl-benzothiazolium p-toluenesulfonate). Reaction SMILES: [CH3:1][C:2]1[S:3][C:4]2[CH:10]=[CH:9][CH:8]=[CH:7][C:5]=2[N:6]=1.[C:11]1(C)[C:12]([S:17]([O:20]C)(=[O:19])=[O:18])=[CH:13][CH:14]=[CH:15][CH:16]=1>CC(C)=O>[CH3:1][C:2]1[S:3][C:4]2[CH:10]=[CH:9][CH:8]=[CH:7][C:5]=2[N+:6]=1[CH3:11].[CH3:1][C:15]1[CH:14]=[CH:13][C:12]([S:17]([OH:20])(=[O:18])=[O:19])=[CH:11][CH:16]=1 |f:3.4|. Reported procedure: 2-Methylbenzothiazole (74.6 pbw) and methyl toluenesulfonate (93.1 pbw) are mixed with one another and heated with stirring. At about 120° C. an exothermic reaction starts, in which the temperature of the mixture rises to 180° C. The solution is kept at this temperature for 10 minutes and then cautiously poured into 1000 pbw of acetone. The suspension obtained is stirred for one hour. The precipitate is removed by filtration with suction and washed with acetone. The powder obtained is dried in v... RXN SMILES: [Cl:1][C:2]1[CH:7]=[C:6]([C:8]([C:10]2[CH:19]=[C:18]([CH3:20])[C:13]3[NH:14][C:15](=[O:17])[O:16][C:12]=3[CH:11]=2)=[O:9])[CH:5]=[C:4]([Cl:21])[N:3]=1.[H-].[Na+].I[CH3:25]>CN(C=O)C>[Cl:21][C:4]1[CH:5]=[C:6]([C:8]([C:10]2[CH:19]=[C:18]([CH3:20])[C:13]3[N:14]([CH3:25])[C:15](=[O:17])[O:16][C:12]=3[CH:11]=2)=[O:9])[CH:7]=[C:2]([Cl:1])[N:3]=1 |f:1.2|. Yields the product ClC1=NC(=CC(=C1)C(=O)C1=CC2=C(N(C(O2)=O)C)C(=C1)C)Cl (6-(2,6-dichloro-pyridine-4-carbonyl)-3,4-dimethyl-3H-benzoxazol-2-one). Solvent: CN(C)C=O (DMF). Run at time 30 minute. The reactants are ClC1=NC(=CC(=C1)C(=O)C1=CC2=C(NC(O2)=O)C(=C1)C)Cl (6-(2,6-dichloro-pyridine-4-carbonyl)-4-methyl-3H-benzoxazol-2-one), [H-].[Na+] (sodium hydride), IC (iodomethane). Reported procedure: Under a nitrogen atmosphere 2.30 g (7.12 mmol) 6-(2,6-dichloro-pyridine-4-carbonyl)-4-methyl-3H-benzoxazol-2-one in 10 mL DMF were combined at 0° C. with 310 mg (7.10 mmol) sodium hydride (55%, suspension in mineral oil). The reaction mixture was stirred for 30 min at RT. Then 0.44 mL (7.10 mmol) iodomethane were added and the mixture was stirred overnight at RT. The reaction mixture was poured onto water and the precipitated product was suction filtered, washed with water and dried. Reactants: ice, S(=O)(Cl)Cl (thionyl chloride), C(C)NC1=C(CO)C=CC=C1 (2-ethylaminobenzyl alcohol). Solvent: C1=CC=CC=C1 (benzene), C1=CC=CC=C1 (benzene). Run at time 1 hour. Product: Cl.C(C)NC1=C(CCl)C=CC=C1 (2-ethylaminobenzyl chloride hydrochloride). As a reaction SMILES: [CH2:1]([NH:3][C:4]1[CH:11]=[CH:10][CH:9]=[CH:8][C:5]=1[CH2:6]O)[CH3:2].S(Cl)([Cl:14])=O>C1C=CC=CC=1>[ClH:14].[CH2:1]([NH:3][C:4]1[CH:11]=[CH:10][CH:9]=[CH:8][C:5]=1[CH2:6][Cl:14])[CH3:2] |f:3.4|. Procedure: To a solution of 6.4 g (42 mmol) of 2-ethylaminobenzyl alcohol (prepared by reducing methyl 2-acetamidobenzoate with lithium aluminum hydride) in 90 ml of dry benzene was dropwise added under chilling with ice 4.6 ml (62 mmol) of thionyl chloride in 90 ml of dry benzene for 20 min. The mixture was stirred for 1 hr. at room temperature and subsequently 20 min. at 50° C. The solvent was distilled off under reduced pressure at a temperature below 50° C. to leave 7.7 g of 2-ethylaminobenzyl chloride... Reactants: Cc1nc(-c2ccc(N)c(C#N)c2)c[nH]1, O. The product is Cc1nc(-c2ccc(N)c(C(N)=O)c2)c[nH]1. Reaction SMILES: [CH3:1][c:2]1[nH:3][cH:4][c:5](-[c:7]2[cH:8][c:9]([C:14]#[N:15])[c:10]([NH2:13])[cH:11][cH:12]2)[n:6]1.[OH2:16]>>[CH3:1][c:2]1[nH:3][cH:4][c:5](-[c:7]2[cH:8][c:9]([C:14]([NH2:15])=[O:16])[c:10]([NH2:13])[cH:11][cH:12]2)[n:6]1. Starting materials: NC=1C=CC(=NC1)Br (5-amino-2-bromopyridine), C([O-])([O-])=O.[Cs+].[Cs+] (cesium carbonate), ClC1=CC=C(C=C1)N1C(=NC2=C(C1=O)C=NN2C2=CC(=CC=C2)S(=O)(=O)N2C(=CC=C2C)C)C2=CC=C(C=C2)B2OC(C(O2)(C)C)(C)C (5-(4-chloro-phenyl)-1-[3-(2,5-dimethyl-pyrrole-1-sulfonyl)-phenyl]-6-[4-(4,4,5,5-tetramethyl-[1,3,2]dioxaborolan-2-yl)-phenyl]-1,5-dihydro-pyrazolo[3,4-d]pyrimidin-4-one). The reagents and catalysts are C1=CC=C(C=C1)P([C-]2C=CC=C2)C3=CC=CC=C3.C1=CC=C(C=C1)P([C-]2C=CC=C2)C3=CC=CC=C3.Cl[Pd]Cl.[Fe+2] (Pd(dppf)2Cl2). The solvent is CN(C=O)C (N,N-dimethylformamide). Conditions: temperature 100 celsius. The product is NC=1C=CC(=NC1)C1=CC=C(C=C1)C=1N(C(C2=C(N1)N(N=C2)C2=CC(=CC=C2)S(=O)(=O)N2C(=CC=C2C)C)=O)C2=CC=C(C=C2)Cl (6-[4-(5-amino-pyridin-2-yl)-phenyl]-5-(4-chloro-phenyl)-1-[3-(2,5-dimethyl-pyrrole-1-sulfonyl)-phenyl]-1,5-dihydro-pyrazolo[3,4-d]pyrimidin-4-one). Reaction SMILES: [Cl:1][C:2]1[CH:7]=[CH:6][C:5]([N:8]2[C:13](=[O:14])[C:12]3[CH:15]=[N:16][N:17]([C:18]4[CH:23]=[CH:22][CH:21]=[C:20]([S:24]([N:27]5[C:31]([CH3:32])=[CH:30][CH:29]=[C:28]5[CH3:33])(=[O:26])=[O:25])[CH:19]=4)[C:11]=3[N:10]=[C:9]2[C:34]2[CH:39]=[CH:38][C:37](B3OC(C)(C)C(C)(C)O3)=[CH:36][CH:35]=2)=[CH:4][CH:3]=1.[NH2:49][C:50]1[CH:51]=[CH:52][C:53](Br)=[N:54][CH:55]=1.C(=O)([O-])[O-].[Cs+].[Cs+]>CN(C)C=O.C1C=CC(P(C2C=CC=CC=2)[C-]2C=CC=C2)=CC=1.C1C=CC(P(C2C=CC=CC=2)[C-]2C=CC=C2)=CC=1.Cl[Pd]Cl.[Fe+2]>[NH2:49][C:50]1[CH:51]=[CH:52][C:53]([C:37]2[CH:38]=[CH:39][C:34]([C:9]3[N:8]([C:5]4[CH:4]=[CH:3][C:2]([Cl:1])=[CH:7][CH:6]=4)[C:13](=[O:14])[C:12]4[CH:15]=[N:16][N:17]([C:18]5[CH:23]=[CH:22][CH:21]=[C:20]([S:24]([N:27]6[C:31]([CH3:32])=[CH:30][CH:29]=[C:28]6[CH3:33])(=[O:25])=[O:26])[CH:19]=5)[C:11]=4[N:10]=3)=[CH:35][CH:36]=2)=[N:54][CH:55]=1 |f:2.3.4,6.7.8.9|. Procedure: A solution of 5-(4-chloro-phenyl)-1-[3-(2,5-dimethyl-pyrrole-1-sulfonyl)-phenyl]-6-[4-(4,4,5,5-tetramethyl-[1,3,2]dioxaborolan-2-yl)-phenyl]-1,5-dihydro-pyrazolo[3,4-d]pyrimidin-4-one (0.950 g, 1.393 mmol) in N,N-dimethylformamide (40 mL) is degassed with argon for 0.5 h. Then 5-amino-2-bromopyridine (0.43 g, 2.507 mmol), cesium carbonate (0.907 g, 2.78 mmol), Pd(dppf)2Cl2 (0.122 g, 0.167 mmol) is added and the resultant mixture is degassed with argon for 0.5 h. The reaction mixture is then heat...